From a dataset of the Open Reaction Database (ORD), a public repository of structured organic reaction records. describe an organic reaction: reactants, conditions, products, and yield Starting materials: CP(C)(=O)COC(=O)c1ccccc1N, CC(C)O, FC(F)(F)c1cccc2c(Cl)ccnc12, Cl. Yields the product CP(C)(=O)COC(=O)c1ccccc1Nc1ccnc2c(C(F)(F)F)cccc12. As a reaction SMILES: [C:1]([c:2]1[c:3]([NH2:4])[cH:5][cH:6][cH:7][cH:8]1)(=[O:9])[O:10][CH2:11][P:12](=[O:13])([CH3:14])[CH3:15].[CH:31]([OH:32])([CH3:33])[CH3:34].[Cl:16][c:17]1[cH:18][cH:19][n:20][c:21]2[c:22]([C:27]([F:28])([F:29])[F:30])[cH:23][cH:24][cH:25][c:26]12.[ClH:35]>>[C:1]([c:2]1[c:3]([NH:4][c:17]2[cH:18][cH:19][n:20][c:21]3[c:22]([C:27]([F:28])([F:29])[F:30])[cH:23][cH:24][cH:25][c:26]23)[cH:5][cH:6][cH:7][cH:8]1)(=[O:9])[O:10][CH2:11][P:12](=[O:13])([CH3:14])[CH3:15]. Starting materials: ICCCOC1CCCCO1, c1ccc(P(c2ccccc2)c2ccccc2)cc1, c1ccccc1. Yields the product c1ccc([P+](CCCOC2CCCCO2)(c2ccccc2)c2ccccc2)cc1, [I-]. Reaction SMILES: [I:1][CH2:2][CH2:3][CH2:4][O:5][CH:6]1[O:7][CH2:8][CH2:9][CH2:10][CH2:11]1.[c:12]1([P:18]([c:19]2[cH:20][cH:21][cH:22][cH:23][cH:24]2)[c:25]2[cH:26][cH:27][cH:28][cH:29][cH:30]2)[cH:13][cH:14][cH:15][cH:16][cH:17]1.[cH:31]1[cH:32][cH:33][cH:34][cH:35][cH:36]1>>[CH2:2]([CH2:3][CH2:4][O:5][CH:6]1[O:7][CH2:8][CH2:9][CH2:10][CH2:11]1)[P+:18]([c:12]1[cH:13][cH:14][cH:15][cH:16][cH:17]1)([c:19]1[cH:20][cH:21][cH:22][cH:23][cH:24]1)[c:25]1[cH:26][cH:27][cH:28][cH:29][cH:30]1.[I-:1]. Starting materials: N([C@@H](C(C)C)C(=O)N[C@@H](CC1=CC=CC=C1)C=O)C(=O)OCC1=CC=CC=C1 (CBz(L)-Val-Phe-H), ClC(C(CCC1=CC=CC=C1)=O)(F)F (1-chloro-1,1-difluoro-2-oxo-4-phenylbutane), [Cl-].[NH4+] (ammonium chloride). Reagents/catalysts: [Zn] (zinc), [Ti](Cl)(Cl)(Cl)Cl (titanium tetrachloride). Solvent: C1CCOC1 (THF), C1CCOC1 (THF). Reaction conditions: time 30 minute. Yields the product C(C1=CC=CC=C1)OC(=O)N[C@@H](C(C)C)C(=O)NC(CC1=CC=CC=C1)C(C(C(CCC1=CC=CC=C1)=O)(F)F)O (2-(N-Benzyloxycarbonylvalyl)amino-4,4-difluoro-1,7-diphenyl-3-hydroxy-5-oxoheptane). Isolated yield 61.1%. Reaction SMILES: [NH:1]([C:19]([O:21][CH2:22][C:23]1[CH:28]=[CH:27][CH:26]=[CH:25][CH:24]=1)=[O:20])[C@H:2]([C:6]([NH:8][C@H:9]([CH:17]=[O:18])[CH2:10][C:11]1[CH:16]=[CH:15][CH:14]=[CH:13][CH:12]=1)=[O:7])[CH:3]([CH3:5])[CH3:4].Cl[C:30]([F:42])([F:41])[C:31](=[O:40])[CH2:32][CH2:33][C:34]1[CH:39]=[CH:38][CH:37]=[CH:36][CH:35]=1.[Cl-].[NH4+]>C1COCC1.[Ti](Cl)(Cl)(Cl)Cl.[Zn]>[CH2:22]([O:21][C:19]([NH:1][C@H:2]([C:6]([NH:8][CH:9]([CH:17]([OH:18])[C:30]([F:41])([F:42])[C:31](=[O:40])[CH2:32][CH2:33][C:34]1[CH:35]=[CH:36][CH:37]=[CH:38][CH:39]=1)[CH2:10][C:11]1[CH:12]=[CH:13][CH:14]=[CH:15][CH:16]=1)=[O:7])[CH:3]([CH3:5])[CH3:4])=[O:20])[C:23]1[CH:28]=[CH:27][CH:26]=[CH:25][CH:24]=1 |f:2.3|. Reported procedure: Add titanium tetrachloride (0.019 g, 0.1 eq) to a suspension of activated zinc (0.196 g, 3mAtg) in anhydrous THF (3 mL) at 0° C. under nitrogen. Stir 30 minutes and add CBz(L)-Val-Phe-H (0.42 g, 1.1 mmol), 1-chloro-1,1-difluoro-2-oxo-4-phenylbutane (0.218 g, 1.1 mmol), in anhydrous THF (4 mL). Allow the reaction to warm to room temperature and stir for 12 hours. Add a saturated solution of ammonium chloride (2 mL). Extract two times with diethyl ether (4 mL) and wash the organic phase with brine... Starting materials: NC1=NC(=CC(N1C1=CC(=C(C=C1)Cl)C(=O)OCC)=O)C(F)(F)F (2-amino-3-(4-chloro-3-ethoxycarbonylphenyl)-3,4-dihydro-6-trifluoromethylpyrimidin-4-one), COC(C)(CBr)OC (bromoacetone dimethyl acetal). The solvent is CN(C)C=O (DMF). Conditions: temperature 130 celsius. The product is ClC1=C(C=C(C=C1)N1C=2N(C(=CC1=O)C(F)(F)F)C=C(N2)C)C(=O)OCC (8-(4-chloro-3-ethoxycarbonylphenyl)-7,8-dihydro-2-methyl-5-trifluoromethylimidazo[1,2-a]pyrimidin-7-one). RXN SMILES: [NH2:1][C:2]1[N:7]([C:8]2[CH:13]=[CH:12][C:11]([Cl:14])=[C:10]([C:15]([O:17][CH2:18][CH3:19])=[O:16])[CH:9]=2)[C:6](=[O:20])[CH:5]=[C:4]([C:21]([F:24])([F:23])[F:22])[N:3]=1.CO[C:27](OC)([CH2:29]Br)[CH3:28]>CN(C=O)C>[Cl:14][C:11]1[CH:12]=[CH:13][C:8]([N:7]2[C:6](=[O:20])[CH:5]=[C:4]([C:21]([F:23])([F:24])[F:22])[N:3]3[CH:28]=[C:27]([CH3:29])[N:1]=[C:2]23)=[CH:9][C:10]=1[C:15]([O:17][CH2:18][CH3:19])=[O:16]. Reported procedure: A mixture of 2-amino-3-(4-chloro-3-ethoxycarbonylphenyl)-3,4-dihydro-6-trifluoromethylpyrimidin-4-one (0.5 g), bromoacetone dimethyl acetal (0.6 g) and DMF (10 ml) was heated for 5 hours at 130° C. with stirring. The solvent was distilled off under reduced pressure. The residue was added with water and extracted with ethyl acetate. The extract layer was washed with water and dried on anhydrous magnesium sulfate. The solvent was distilled off under reduced pressure and the residue was purified by...